Dataset: the Open Reaction Database (ORD), a public repository of structured organic reaction records. Task: describe an organic reaction: reactants, conditions, products, and yield As a reaction SMILES: Br[C:2]1[CH:10]=[CH:9][CH:8]=[C:7]2[C:3]=1[C:4]1([CH2:22][O:21][C:20]3[CH:23]=[C:24]4[C:28](=[CH:29][C:19]1=3)[CH2:27][CH2:26][O:25]4)[C:5](=O)[N:6]2[CH2:11][C:12]1[CH:17]=[CH:16][CH:15]=[CH:14][N:13]=1.BrC1C=CC=C2C=1C1(C3=CC4OCOC=4C=C3OC1)C(=O)N2CCCCC.[N:57]1[CH:62]=[C:61](B(O)O)[CH:60]=[N:59][CH:58]=1.CN(C)C1N=CC(B(O)O)=CC=1>>[N:13]1[CH:14]=[CH:15][CH:16]=[CH:17][C:12]=1[CH2:11][N:6]1[C:7]2[C:3](=[C:2]([C:61]3[CH:62]=[N:57][CH:58]=[N:59][CH:60]=3)[CH:10]=[CH:9][CH:8]=2)[C:4]2([CH2:22][O:21][C:20]3[CH:23]=[C:24]4[C:28](=[CH:29][C:19]2=3)[CH2:27][CH2:26][O:25]4)[CH2:5]1. Procedure: Following the procedure as described in EXAMPLE 4, and making non-critical variations using 4′-bronno-1′-(pyridin-2-ylmethyl)-5,6-dihydrospiro[benzo[1,2-b:5,4-b′]difuran-3,3′-indol]-2′(1H)-one to replace 4′-bromo-1′-pentylspiro[furo[2,3-f][1,3]benzodioxole-7,3′-indol]-2′(1′H)-one, and pyrimidin-5-ylboronic acid to replace [6-(dimethylamino)pyridin-3-yl]boronic acid, the title compound was obtained (16%) as a colorless solid: mp>200° C.; 1H NMR (300 MHz, CDCl3) δ 9.09 (s, 1H), 8.59 (d, 1H), 8.14 ... Starting materials: BrC1=C2C3(C(N(C2=CC=C1)CC1=NC=CC=C1)=O)C1=C(OC3)C=C3OCCC3=C1 (4′-bronno-1′-(pyridin-2-ylmethyl)-5,6-dihydrospiro[benzo[1,2-b:5,4-b′]difuran-3,3′-indol]-2′(1H)-one), CN(C1=CC=C(C=N1)B(O)O)C ([6-(dimethylamino)pyridin-3-yl]boronic acid), BrC1=C2C3(C(N(C2=CC=C1)CCCCC)=O)COC=1C3=CC3=C(OCO3)C1 (4′-bromo-1′-pentylspiro[furo[2,3-f][1,3]benzodioxole-7,3′-indol]-2′(1′H)-one), N1=CN=CC(=C1)B(O)O (pyrimidin-5-ylboronic acid). Product: N1=C(C=CC=C1)CN1CC2(C3=C(C=CC=C13)C=1C=NC=NC1)C1=C(OC2)C=C2OCCC2=C1 (1′-(pyridin-2-ylmethyl)-4′-pyrimidin-5-yl-5,6-dihydrospiro[benzo[1,2-b:5,4-b′]difuran-3,3′-indol]).